From a dataset of the Open Reaction Database (ORD), a public repository of structured organic reaction records. describe an organic reaction: reactants, conditions, products, and yield Starting materials: NC1=CC=C(C=C1)N1C2=C(NC(CC1=O)=O)C1=CC=CC=C1C=C2 (5-(4-aminophenyl)-1H-naphtho[1,2-b][1,4]diazepine-2,4(3H,5H)-dione), IC1=C(C(=O)NCCN2C3=C(NC(CC2=O)=O)C2=CC=CC=C2C=C3)C=CC=C1 (5-[2-(2-Iodobenzoyl)aminoethyl]-1H-naphtho[1,2-b][1,4]diazepine-2,4(3H,5H)-dione), FC1=CC(=C(C(=O)Cl)C=C1)OC (4-fluoro-2-methoxybenzoyl chloride). The product is FC1=CC(=C(C(=O)NC2=CC=C(C=C2)N2C3=C(NC(CC2=O)=O)C2=CC=CC=C2C=C3)C=C1)OC (5-[4-(4-Fluoro-2-methoxybenzoyl)aminophenyl]-1H-naphtho[1,2-b][1,4]diazepine-2,4(3H,5H)-dione). The yield is 62.0%. RXN SMILES: [NH2:1][C:2]1[CH:7]=[CH:6][C:5]([N:8]2[C:14](=[O:15])[CH2:13][C:12](=[O:16])[NH:11][C:10]3[C:17]4[C:22]([CH:23]=[CH:24][C:9]2=3)=[CH:21][CH:20]=[CH:19][CH:18]=4)=[CH:4][CH:3]=1.[F:25][C:26]1[CH:34]=[CH:33][C:29]([C:30](Cl)=[O:31])=[C:28]([O:35][CH3:36])[CH:27]=1.IC1C=CC=CC=1C(NCCN1C(=O)CC(=O)NC2C3C(C=CC1=2)=CC=CC=3)=O>>[F:25][C:26]1[CH:34]=[CH:33][C:29]([C:30]([NH:1][C:2]2[CH:7]=[CH:6][C:5]([N:8]3[C:14](=[O:15])[CH2:13][C:12](=[O:16])[NH:11][C:10]4[C:17]5[C:22]([CH:23]=[CH:24][C:9]3=4)=[CH:21][CH:20]=[CH:19][CH:18]=5)=[CH:4][CH:3]=2)=[O:31])=[C:28]([O:35][CH3:36])[CH:27]=1. Procedure: By using 5-(4-aminophenyl)-1H-naphtho[1,2-b][1,4]diazepine-2,4(3H,5H)-dione obtained in Example 1, (3), and 4-fluoro-2-methoxybenzoyl chloride, the title compound (yield 62%) was obtained in the same manner as that of Example 1, (4). Reactants: C=CC1=CC=CC=C1 (styrene), C(=C)C1=C(C=CC=C1)C=C (divinyl benzene), C(C=C)(=O)OCCCC (butyl acrylate), C(CCCCCCCCCCCCCCCCC)(=O)[O-].[Na+] (sodium stearate), C(CCCCCCCCCCC)S (n-dodecyl-mercaptan), K2S2O8. The solvent is O (water). The product is C=CC1=CC=CC=C1.C(C=C)(=O)OCCCC.C(=C)C1=C(C=CC=C1)C=C (styrene butyl acrylate divinyl benzene). RXN SMILES: [CH2:1]=[CH:2][C:3]1[CH:8]=[CH:7][CH:6]=[CH:5][CH:4]=1.[C:9]([O:13][CH2:14][CH2:15][CH2:16][CH3:17])(=[O:12])[CH:10]=[CH2:11].C([O-])(=O)CCCCCCC[CH2:26][CH2:27][CH2:28][CH2:29][CH2:30][CH2:31][CH2:32][CH2:33][CH2:34][CH3:35].[Na+].C(C1C=CC=CC=1C=C)=C.C(S)CCCCCCCCCCC>O>[CH2:1]=[CH:2][C:3]1[CH:8]=[CH:7][CH:6]=[CH:5][CH:4]=1.[C:9]([O:13][CH2:14][CH2:15][CH2:16][CH3:17])(=[O:12])[CH:10]=[CH2:11].[CH:34]([C:33]1[CH:32]=[CH:31][CH:30]=[CH:29][C:28]=1[CH:27]=[CH2:26])=[CH2:35] |f:2.3,7.8.9|. Procedure details: 70 g styrene, 30 g butyl acrylate, 5 g sodium stearate, 0.8 g divinyl benzene, and 200 g water deionized by ion exchange resins are mixed and placed in a polymerization vessel. To the resulting mexture are added 4 g n-dodecyl-mercaptan and 0.2 g K2S2O8 followed by emulsion polymerization for 15 hours at 50° C. to give a styrene-butyl acrylate-divinyl benzene copolymer. Starting materials: FC1=C(C=CC(=C1)[N+](=O)[O-])N[C@@H](CO)CC ((2R)-2-(2-fluoro-4-nitrophenyl)amino-1-butanol), C(C)OC(C(F)(F)F)O (trifluoroacetaldehyde ethyl hemiacetal), C1(=CC=C(C=C1)S(=O)(=O)O)C (p-toluenesulfonic acid). Run in C1=CC=CC=C1 (benzene). Yields the product FC1=C(C=CC(=C1)[N+](=O)[O-])N1C(OC[C@H]1CC)C(F)(F)F ((4R)-3-(2-fluoro-4-nitrophenyl)-4-ethyl-2-trifluoromethyloxazolidine). Yield: 17.2%. RXN SMILES: [F:1][C:2]1[CH:7]=[C:6]([N+:8]([O-:10])=[O:9])[CH:5]=[CH:4][C:3]=1[NH:11][C@H:12]([CH2:15][CH3:16])[CH2:13][OH:14].C(O[CH:20](O)[C:21]([F:24])([F:23])[F:22])C.C1(C)C=CC(S(O)(=O)=O)=CC=1>C1C=CC=CC=1>[F:1][C:2]1[CH:7]=[C:6]([N+:8]([O-:10])=[O:9])[CH:5]=[CH:4][C:3]=1[N:11]1[C@H:12]([CH2:15][CH3:16])[CH2:13][O:14][CH:20]1[C:21]([F:24])([F:23])[F:22]. Procedure details: This compound was prepared according to General Method 19 (EXAMPLE 45) from (2R)-2-(2-fluoro-4-nitrophenyl)amino-1-butanol (1.6 g, 70 mmol), trifluoroacetaldehyde ethyl hemiacetal (4.9 g, 34 mmol) and p-toluenesulfonic acid (0.13 g, 0.68 mmol) in 70 mL anhydrous benzene to afford 1.8 g (85%) of (4R)-3-(2-fluoro-4-nitrophenyl)-4-ethyl-2-trifluoromethyloxazolidine, after flash chromatography (gradient elution, hexanes:ethyl acetate 90:10 to 50:50). Data for (4R)-3-(2-fluoro-4-nitrophenyl)-4-ethyl-... Reactants: CCOC(=O)C=[N+]=[N-], C=Cc1cnc2c(ccn2S(=O)(=O)c2ccc(C)cc2)c1, Cc1ccccc1C. Product: CCOC(=O)C1CC1c1cnc2c(ccn2S(=O)(=O)c2ccc(C)cc2)c1. As a reaction SMILES: [N+:22](=[N-:23])=[CH:24][C:25](=[O:26])[O:27][CH2:28][CH3:29].[c:1]1([CH3:21])[cH:2][cH:3][c:4]([S:7](=[O:8])(=[O:9])[n:10]2[cH:11][cH:12][c:13]3[c:14]2[n:15][cH:16][c:17]([CH:19]=[CH2:20])[cH:18]3)[cH:5][cH:6]1.[c:30]1([CH3:31])[c:32]([CH3:33])[cH:34][cH:35][cH:36][cH:37]1>>[c:1]1([CH3:21])[cH:2][cH:3][c:4]([S:7](=[O:8])(=[O:9])[n:10]2[cH:11][cH:12][c:13]3[c:14]2[n:15][cH:16][c:17]([CH:19]2[CH2:20][CH:24]2[C:25](=[O:26])[O:27][CH2:28][CH3:29])[cH:18]3)[cH:5][cH:6]1. Starting materials: [Cl-].[NH4+] (ammonium chloride), [N-]=[N+]=[N-].[Na+] (sodium azide), O1C2CC(CCC21)C(=O)[O-] (3,4-epoxycyclohexane-1-carboxylate). Solvent: CN(C=O)C (N,N-dimethylformamide). Run at temperature 70 celsius, time 24 hour. The product is N(=[N+]=[N-])[C@@H]1[C@H](C[C@@H](CC1)C(=O)OCC1=CC=CC=C1)O (Benzyl (1R*,3S*,4S*)-4-azido-3-hydroxycyclohexane-1-carboxylate). Yield: 121.2%. As a reaction SMILES: [O:1]1[CH:7]2[CH:2]1[CH2:3][CH:4]([C:8]([O-:10])=[O:9])[CH2:5][CH2:6]2.[Cl-].[NH4+].[N-:13]=[N+:14]=[N-:15].[Na+]>CN(C)C=O>[N:13]([C@H:7]1[CH2:6][CH2:5][C@@H:4]([C:8]([O:10][CH2:8][C:4]2[CH:5]=[CH:6][CH:7]=[CH:2][CH:3]=2)=[O:9])[CH2:3][C@@H:2]1[OH:1])=[N+:14]=[N-:15] |f:1.2,3.4|. Procedure: Benzyl (1R*,3S*, 4R*)-3,4-epoxycyclohexane-1-carboxylate (52.3 g) was dissolved in N,N-dimethylformamide (1000 ml), ammonium chloride (21.9 g) and sodium azide (18.1 g) were added, and the mixture was heated to 70° C. and stirred for 24 hours. The solvent was distilled off under reduced pressure, and water was added to conduct extraction with ethyl acetate. The resultant organic layer was washed with saturated saline and dried over anhydrous magnesium sulfate. The solvent was distilled off under...